From a dataset of the Open Reaction Database (ORD), a public repository of structured organic reaction records. describe an organic reaction: reactants, conditions, products, and yield Starting materials: O=C([O-])[O-], C=CCBr, CC(C)=O, [K+], [K+], C=CCc1cc(C(=O)OC)ccc1O. The product is C=CCOc1ccc(C(=O)OC)cc1CC=C. RXN SMILES: [C:15](=[O:16])([O-:17])[O-:18].[CH2:21]([CH:22]=[CH2:23])[Br:24].[CH3:25][C:26](=[O:27])[CH3:28].[K+:19].[K+:20].[OH:1][c:2]1[c:3]([CH2:12][CH:13]=[CH2:14])[cH:4][c:5]([C:6](=[O:7])[O:8][CH3:9])[cH:10][cH:11]1>>[O:1]([c:2]1[c:3]([CH2:12][CH:13]=[CH2:14])[cH:4][c:5]([C:6](=[O:7])[O:8][CH3:9])[cH:10][cH:11]1)[CH2:23][CH:22]=[CH2:21]. Reactants: C1CCOC1, CO, COc1ccc(-c2c(Cl)c(CN3C(=O)CCC3=O)nc3sc4c(c23)CCC(=O)C4)cc1, Cl, NO, O. Yields the product COc1ccc(-c2c(Cl)c(CN3C(=O)CCC3=O)nc3sc4c(c23)CCC(=NO)C4)cc1. Reaction SMILES: [CH2:38]1[O:39][CH2:40][CH2:41][CH2:42]1.[CH3:36][OH:37].[Cl:1][c:2]1[c:3](-[c:24]2[cH:25][cH:26][c:27]([O:30][CH3:31])[cH:28][cH:29]2)[c:4]2[c:5]([n:6][c:7]1[CH2:8][N:9]1[C:10](=[O:15])[CH2:11][CH2:12][C:13]1=[O:14])[s:16][c:17]1[c:18]2[CH2:19][CH2:20][C:21](=[O:23])[CH2:22]1.[ClH:32].[NH2:33][OH:34].[OH2:35]>>[Cl:1][c:2]1[c:3](-[c:24]2[cH:25][cH:26][c:27]([O:30][CH3:31])[cH:28][cH:29]2)[c:4]2[c:5]([n:6][c:7]1[CH2:8][N:9]1[C:10](=[O:15])[CH2:11][CH2:12][C:13]1=[O:14])[s:16][c:17]1[c:18]2[CH2:19][CH2:20][C:21](=[N:33][OH:34])[CH2:22]1. Reactants: C1(=CC=CC=C1)S(=O)(=O)Cl (benzenesulfonyichloride), COC(C(CP(=O)(OCC)C(C(C)C)N)C1=CC(=CC=C1)CNC(=O)OC(C)(C)C)=O (2-(3-(t-butoxycarbonylamino)methylphenyl)-3-((1-amino-2-methylpropyl)(ethoxy)phosphinoyl)propanoic acid methyl ester), CCN(C(C)C)C(C)C (DIEA), C[Si](C)(C)Br (TMSBr). Procedure details: To a solution of 2-(3-(t-butoxycarbonylamino)methylphenyl)-3-((1-amino-2-methylpropyl)(ethoxy)phosphinoyl)propanoic acid methyl ester (344 mg, 0.75 mmol) in methylene chloride (10 mL) was added DIEA (394 μL, 2.25 mmol) followed by DMAP (3.4 mg (cat.)). The reaction mixture was cooled to 0° C. and a solution of benzenesulfonyichloride (200 mg, 1.13 mmol) in methylene chloride was added dropwise over 15 minutes. The reaction mixture was stirred at 0° C. for 30 minutes and allowed to warm to ambien... Solvent: C(Cl)Cl (methylene chloride), C(Cl)Cl (methylene chloride), C(Cl)Cl (methylene chloride), C(Cl)Cl (methylene chloride). Product: NCC=1C=C(C=CC1)C(C(=O)O)CP(=O)(O)C(C(C)C)NS(=O)(=O)C1=CC=CC=C1 (2-(3-(amino)methylphenyl)-3-((1-(phenylsulfonyl)amino-2-methylpropyl)(hydroxy)-phosphinoyl)propanoic acid). The reagents and catalysts are CN(C)C=1C=CN=CC1 (DMAP). Reaction SMILES: C[O:2][C:3](=[O:31])[CH:4]([C:16]1[CH:21]=[CH:20][CH:19]=[C:18]([CH2:22][NH:23]C(OC(C)(C)C)=O)[CH:17]=1)[CH2:5][P:6]([CH:11]([NH2:15])[CH:12]([CH3:14])[CH3:13])([O:8]CC)=[O:7].CCN(C(C)C)C(C)C.[C:41]1([S:47](Cl)(=[O:49])=[O:48])[CH:46]=[CH:45][CH:44]=[CH:43][CH:42]=1.C[Si](Br)(C)C>C(Cl)Cl.CN(C1C=CN=CC=1)C>[NH2:23][CH2:22][C:18]1[CH:17]=[C:16]([CH:4]([CH2:5][P:6]([CH:11]([NH:15][S:47]([C:41]2[CH:46]=[CH:45][CH:44]=[CH:43][CH:42]=2)(=[O:49])=[O:48])[CH:12]([CH3:13])[CH3:14])([OH:8])=[O:7])[C:3]([OH:2])=[O:31])[CH:21]=[CH:20][CH:19]=1. Isolated yield 44.0%. Run at temperature 0 celsius, time 30 minute. Starting materials: C(C)(C)[C@H]1[C@@H](C[C@@H](CC1)C)O ((1R,2S,5R)-2-isopropyl-5-methylcyclohexanol), NC=1C(=C(OCC2CCN(CC2)C(=O)OC(C)(C)C)C=CC1)C#N (tert-butyl 4-((3-amino-2-cyanophenoxy)methyl)piperidine-1-carboxylate). Product: NC1=C(C#N)C(=CC=C1)O[C@H]1[C@@H](CC[C@H](C1)C)C(C)C (2-amino-6-(((1R,2S,5R)-2-isopropyl-5-methylcyclohexyl)oxy)benzonitrile). Reaction SMILES: [CH:1]([C@@H:4]1[CH2:9][CH2:8][C@@H:7]([CH3:10])[CH2:6][C@H:5]1[OH:11])([CH3:3])[CH3:2].[NH2:12][C:13]1[C:14]([C:34]#[N:35])=[C:15]([CH:31]=[CH:32][CH:33]=1)OCC1CCN(C(OC(C)(C)C)=O)CC1>>[NH2:12][C:13]1[CH:33]=[CH:32][CH:31]=[C:15]([O:11][C@@H:5]2[CH2:6][C@H:7]([CH3:10])[CH2:8][CH2:9][C@H:4]2[CH:1]([CH3:3])[CH3:2])[C:14]=1[C:34]#[N:35]. Procedure details: Prepared as in Example 22b from (1R,2S,5R)-2-isopropyl-5-methylcyclohexanol and 2 as a white solid (51%). MS 273 (MH+). RXN SMILES: C(=O)(O)[O-].[Na+].[Cl-].[OH:7][NH3+:8].[Br:9][C:10]1[CH:11]=[CH:12][C:13]2[NH:19][C:18](=S)[CH2:17][N:16]=[C:15]([C:21]3[CH:26]=[CH:25][CH:24]=[CH:23][N:22]=3)[C:14]=2[CH:27]=1.[CH3:28][N:29](C)[CH:30]=[O:31]>O1CCOCC1>[Br:9][C:10]1[CH:11]=[CH:12][C:13]2[N:19]=[C:18]([NH:8][O:7][C:30](=[O:31])[NH:29][C:28]3[CH:12]=[CH:11][CH:10]=[CH:27][CH:14]=3)[CH2:17][N:16]=[C:15]([C:21]3[CH:26]=[CH:25][CH:24]=[CH:23][N:22]=3)[C:14]=2[CH:27]=1 |f:0.1,2.3|. Conditions: time 8 hour. The solvent is O1CCOCC1 (dioxane). Starting materials: C([O-])(O)=O.[Na+] (sodium bicarbonate), [Cl-].O[NH3+] (hydroxylammonium chloride), CN(C=O)C (dimethylformamide), C([O-])(O)=O.[Na+] (sodium bicarbonate), [Cl-].O[NH3+] (hydroxylammonium chloride), BrC=1C=CC2=C(C(=NCC(N2)=S)C2=NC=CC=C2)C1 (7-bromo-5-(2-pyridyl)-1,3-dihydro-2H-1,4-benzodiazepine-2-thione). Product: BrC=1C=CC2=C(C(=NCC(=N2)NOC(NC2=CC=CC=C2)=O)C2=NC=CC=C2)C1 (7-Bromo-2-phenylcarbamoyloxyamino-5-(2-pyridyl)-3H-1,4-benzodiazepine). Procedure details: 1 g of sodium bicarbonate and 0.8 g of hydroxylammonium chloride are added to 3 g of 7-bromo-5-(2-pyridyl)-1,3-dihydro-2H-1,4-benzodiazepine-2-thione in 60 ml of dioxane containing dimethylformamide and the mixture is stirred for 8 hours. 0.3 g of sodium bicarbonate and 0.25 g of hydroxylammonium chloride are again added and the mixture is stirred for 30 minutes at 50° C. The mixture is filtered off under suction when cold, and 1.0 ml of phenylisocyanate is added to the filtrate which is stirred... Reactants: ClC1=NC=C(C(=N1)NC)C(F)(F)F (2-chloro-N-methyl-5-(trifluoromethyl)pyrimidin-4-amine), NC1=C(C=C(C=C1)C(=O)N1CCOCC1)OCCF ((4-amino-3-(2-fluoroethoxy)phenyl)(morpholino)methanone), FC(C(=O)O)(F)F (trifluoroacetic acid). Solvent: COCCO (2-methoxyethanol). Conditions: temperature 95 celsius, time 6 hour. Product: FCCOC=1C=C(C=CC1NC1=NC=C(C(=N1)NC)C(F)(F)F)C(=O)N1CCOCC1 ((3-(2-fluoroethoxy)-4-(4-(methylamino)-5-(trifluoromethyl)pyrimidin-2-ylamino)phenyl)(morpholino)methanone). Yield: 29.3%. As a reaction SMILES: Cl[C:2]1[N:7]=[C:6]([NH:8][CH3:9])[C:5]([C:10]([F:13])([F:12])[F:11])=[CH:4][N:3]=1.[NH2:14][C:15]1[CH:20]=[CH:19][C:18]([C:21]([N:23]2[CH2:28][CH2:27][O:26][CH2:25][CH2:24]2)=[O:22])=[CH:17][C:16]=1[O:29][CH2:30][CH2:31][F:32].FC(F)(F)C(O)=O>COCCO>[F:32][CH2:31][CH2:30][O:29][C:16]1[CH:17]=[C:18]([C:21]([N:23]2[CH2:24][CH2:25][O:26][CH2:27][CH2:28]2)=[O:22])[CH:19]=[CH:20][C:15]=1[NH:14][C:2]1[N:7]=[C:6]([NH:8][CH3:9])[C:5]([C:10]([F:13])([F:12])[F:11])=[CH:4][N:3]=1. Procedure details: A mixture of 2-chloro-N-methyl-5-(trifluoromethyl)pyrimidin-4-amine (0.10 g, 0.47 mmol), (4-amino-3-(2-fluoroethoxy)phenyl)(morpholino)methanone (0.13 g, 0.47 mmol), trifluoroacetic acid (0.07 mL, 0.9 mmol) in 2-methoxyethanol (2.5 mL) was stirred at 95° C. for 6 hours. The reaction was the concentrated. The crude product was purified by reverse phase HPLC to give the title compound (61 mg, 29%). Additional compounds made using the above procedure are shown in Table 6 below.